Dataset: the Open Reaction Database (ORD), a public repository of structured organic reaction records. Task: describe an organic reaction: reactants, conditions, products, and yield Reactants: [BH4-], CO, O=[N+]([O-])c1ccc(Cn2nc(C(F)(F)F)c3c2CCCC3)cc1, [Na+], O. Product: Nc1ccc(Cn2nc(C(F)(F)F)c3c2CCCC3)cc1. RXN SMILES: [BH4-:24].[CH3:26][OH:27].[N+:1]([O-:2])(=[O:3])[c:4]1[cH:5][cH:6][c:7]([CH2:10][n:11]2[n:12][c:13]([C:20]([F:21])([F:22])[F:23])[c:14]3[c:19]2[CH2:18][CH2:17][CH2:16][CH2:15]3)[cH:8][cH:9]1.[Na+:25].[OH2:28]>>[NH2:1][c:4]1[cH:5][cH:6][c:7]([CH2:10][n:11]2[n:12][c:13]([C:20]([F:21])([F:22])[F:23])[c:14]3[c:19]2[CH2:18][CH2:17][CH2:16][CH2:15]3)[cH:8][cH:9]1. The reactants are Cl.Cl.NC1=CC=C(C=C1)OC1=CC=C(C=C1)[C@H](CC1=CC=NC=C1)C1=CC(=C(C=C1)OC)OC1CCCC1 (4-[2-(S)-[4-(4-Aminophenyloxy)phenyl]-2-(3-cyclopentyloxy-4-methoxyphenyl)ethyl]pyridine dihydrochloride), C(C)(=O)OC(C)=O (acetic anhydride), CCOC(=O)C (EtOAc). Run in N1=CC=CC=C1 (pyridine). Reaction conditions: time 24 hour. Yields the product Cl.C(C)(=O)NC1=CC=C(C=C1)OC1=CC=C(C=C1)[C@H](CC1=CC=NC=C1)C1=CC(=C(C=C1)OC)OC1CCCC1 (4-[2-(S)-[4-(4-Acetamidophenyloxy]phenyl]-2-(3-cyclopentyloxy-4-methoxyphenyl)ethyl}pyridine hydrochloride), free base. Reaction SMILES: [ClH:1].Cl.[NH2:3][C:4]1[CH:9]=[CH:8][C:7]([O:10][C:11]2[CH:16]=[CH:15][C:14]([C@@H:17]([C:25]3[CH:30]=[CH:29][C:28]([O:31][CH3:32])=[C:27]([O:33][CH:34]4[CH2:38][CH2:37][CH2:36][CH2:35]4)[CH:26]=3)[CH2:18][C:19]3[CH:24]=[CH:23][N:22]=[CH:21][CH:20]=3)=[CH:13][CH:12]=2)=[CH:6][CH:5]=1.[C:39](OC(=O)C)(=[O:41])[CH3:40].CCOC(C)=O>N1C=CC=CC=1>[ClH:1].[C:39]([NH:3][C:4]1[CH:9]=[CH:8][C:7]([O:10][C:11]2[CH:12]=[CH:13][C:14]([C@@H:17]([C:25]3[CH:30]=[CH:29][C:28]([O:31][CH3:32])=[C:27]([O:33][CH:34]4[CH2:38][CH2:37][CH2:36][CH2:35]4)[CH:26]=3)[CH2:18][C:19]3[CH:24]=[CH:23][N:22]=[CH:21][CH:20]=3)=[CH:15][CH:16]=2)=[CH:6][CH:5]=1)(=[O:41])[CH3:40] |f:0.1.2,6.7|. Procedure details: A solution of the free base of compound of Example 7 (322 mg, 0.67 mmol) in pyridine (10 ml) was heated with acetic anhydride (126 μl) and the mixture stirred at RT for 24 h. The solvent was removed in vacuo, the residue azeotroped twice with toluene and partitioned between aqueous NaOH (pH 13) and EtOAc. The aqueous layer was further extracted with EtOAc and the combined organic layer dried (Na2SO4) then concentrated in vacuo to give an off-white glass. Chromatography (SiO2 ; EtOAc) afforded th... Reported procedure: A suspension of 3.0 g of dimethyl (E)-2-chloro-stilbene-4,4'-dicarboxylate in 30 ml of methanol was treated with 36 ml of 1M sodium hydroxide solution and heated under reflux for 5 hours. After cooling, 37 ml of 1M hydrochloric acid were added dropwise. The resulting slurry was suction filtered; the residue was washed with water and dried at 70° C. in a vacuum to give (E)-2-chloro-stilbene-4,4'-dicarboxylic acid, MS: m/z 302 (M+). The solvent is CO (methanol). The reactants are [OH-].[Na+] (sodium hydroxide), ClC1=C(C=CC(=C1)C(=O)OC)\C=C\C1=CC=C(C=C1)C(=O)OC (dimethyl (E)-2-chloro-stilbene-4,4'-dicarboxylate), Cl (hydrochloric acid). Reaction SMILES: [Cl:1][C:2]1[CH:7]=[C:6]([C:8]([O:10]C)=[O:9])[CH:5]=[CH:4][C:3]=1/[CH:12]=[CH:13]/[C:14]1[CH:19]=[CH:18][C:17]([C:20]([O:22]C)=[O:21])=[CH:16][CH:15]=1.[OH-].[Na+].Cl>CO>[Cl:1][C:2]1[CH:7]=[C:6]([C:8]([OH:10])=[O:9])[CH:5]=[CH:4][C:3]=1/[CH:12]=[CH:13]/[C:14]1[CH:15]=[CH:16][C:17]([C:20]([OH:22])=[O:21])=[CH:18][CH:19]=1 |f:1.2|. Yields the product ClC1=C(C=CC(=C1)C(=O)O)\C=C\C1=CC=C(C=C1)C(=O)O ((E)-2-chloro-stilbene-4,4'-dicarboxylic acid). Starting materials: O=C([O-])[O-], CCOC(Cc1ccc(O)cc1F)C(=O)OC, Cc1ccccc1-c1nc(CCl)c(C)o1, [Cs+], [Cs+], [I-], [K+]. Yields the product CCOC(Cc1ccc(OCc2nc(-c3ccccc3C)oc2C)cc1F)C(=O)OC. Reaction SMILES: [C:33](=[O:34])([O-:35])[O-:36].[CH3:1][O:2][C:3]([CH:4]([CH2:5][c:6]1[c:7]([F:13])[cH:8][c:9]([OH:12])[cH:10][cH:11]1)[O:14][CH2:15][CH3:16])=[O:17].[Cl:18][CH2:19][c:20]1[n:21][c:22](-[c:26]2[c:27]([CH3:32])[cH:28][cH:29][cH:30][cH:31]2)[o:23][c:24]1[CH3:25].[Cs+:37].[Cs+:38].[I-:40].[K+:39]>>[CH3:1][O:2][C:3]([CH:4]([CH2:5][c:6]1[c:7]([F:13])[cH:8][c:9]([O:12][CH2:19][c:20]2[n:21][c:22](-[c:26]3[c:27]([CH3:32])[cH:28][cH:29][cH:30][cH:31]3)[o:23][c:24]2[CH3:25])[cH:10][cH:11]1)[O:14][CH2:15][CH3:16])=[O:17].